Dataset: the Open Reaction Database (ORD), a public repository of structured organic reaction records. Task: describe an organic reaction: reactants, conditions, products, and yield Starting materials: BrC1=CC(=C(C=C1)I)F (4-bromo-2-fluoro-1-iodobenzene), C#CCCC (1-pentyne), O (water), CCOCC (ether). Reagents/catalysts: [Cu]I (copper(I) iodide), Cl[Pd]([P](C1=CC=CC=C1)(C2=CC=CC=C2)C3=CC=CC=C3)([P](C4=CC=CC=C4)(C5=CC=CC=C5)C6=CC=CC=C6)Cl (bis(triphenylphosphine)palladium(II) chloride). The solvent is C1CCOC1 (THF), C(C)N(CC)CC (triethylamine). Conditions: temperature 10 celsius, time 8 hour. The product is BrC1=CC(=C(C=C1)C#CCCC)F (4-bromo-2-fluoro-1-pent-1-ynylbenzene). As a reaction SMILES: [Br:1][C:2]1[CH:7]=[CH:6][C:5](I)=[C:4]([F:9])[CH:3]=1.[CH:10]#[C:11][CH2:12][CH2:13][CH3:14].O.CCOCC>C1COCC1.C(N(CC)CC)C.[Cu]I.Cl[Pd](Cl)([P](C1C=CC=CC=1)(C1C=CC=CC=1)C1C=CC=CC=1)[P](C1C=CC=CC=1)(C1C=CC=CC=1)C1C=CC=CC=1>[Br:1][C:2]1[CH:7]=[CH:6][C:5]([C:10]#[C:11][CH2:12][CH2:13][CH3:14])=[C:4]([F:9])[CH:3]=1 |^1:37,56|. Procedure details: 190 g (0.600 mol) of 4-bromo-2-fluoro-1-iodobenzene and 65.3 ml of 1-pentyne were dissolved in a mixture of 900 ml of THF and 1.2 l of triethylamine and cooled to 10° C., and 1.14 g (6 mmol) of copper(I) iodide and 8.42 g (12 mmol) of bis(triphenylphosphine)palladium(II) chloride were added. The batch was stirred overnight at room temperature, water and MTB ether were subsequently added, and the mixture was stirred for a further 5 minutes. The reaction mixture was filtered through Celite® with s... Starting materials: COc1ccc(NC(=O)c2cccc(C(C)(C)C#N)c2)cc1O, O=C([O-])[O-], CN(C)C=O, CCOC(C)=O, O=[N+]([O-])c1ccc(Cl)nc1, [K+], [K+]. Product: COc1ccc(NC(=O)c2cccc(C(C)(C)C#N)c2)cc1Oc1ccc([N+](=O)[O-])cn1. RXN SMILES: [C:11](#[N:12])[C:13]([CH3:14])([CH3:15])[c:16]1[cH:17][c:18]([C:19](=[O:20])[NH:21][c:22]2[cH:23][c:24]([OH:30])[c:25]([O:28][CH3:29])[cH:26][cH:27]2)[cH:31][cH:32][cH:33]1.[C:34](=[O:35])([O-:36])[O-:37].[CH3:40][N:41]([CH3:42])[CH:43]=[O:44].[CH3:45][CH2:46][O:47][C:48](=[O:49])[CH3:50].[Cl:1][c:2]1[n:3][cH:4][c:5]([N+:8](=[O:9])[O-:10])[cH:6][cH:7]1.[K+:38].[K+:39]>>[c:2]1([O:30][c:24]2[cH:23][c:22]([NH:21][C:19]([c:18]3[cH:17][c:16]([C:13]([C:11]#[N:12])([CH3:14])[CH3:15])[cH:33][cH:32][cH:31]3)=[O:20])[cH:27][cH:26][c:25]2[O:28][CH3:29])[n:3][cH:4][c:5]([N+:8](=[O:9])[O-:10])[cH:6][cH:7]1.